This data is from the Open Reaction Database (ORD), a public repository of structured organic reaction records. The task is: describe an organic reaction: reactants, conditions, products, and yield The reactants are CC1=CN=C(C=2N1N=C(N2)/C=C/C2=NC(=NN2C)N2C(CCC2)=O)C ((E)-1-(5-(2-(5,8-dimethyl-[1,2,4]triazolo[1,5-a]pyrazin-2-yl)vinyl)-1-methyl-1H-1,2,4-triazol-3-yl)pyrrolidin-2-one). Reagents/catalysts: [Pd] (palladium on carbon), catalyst. Solvent: CO (methanol). Run at temperature 25 celsius, time 5 hour. The product is CC1=CN=C(C=2N1N=C(N2)CCC2=NC(=NN2C)N2C(CCC2)=O)C (1-{5-[2-(5,8-dimethyl-[1,2,4]triazolo[1,5-a]pyrazin-2-yl)-ethyl]-1-methyl-1H-[1,2,4]triazol-3-yl}-pyrrolidin-2-one). Isolated yield 99.4%. As a reaction SMILES: [CH3:1][C:2]1[N:7]2[N:8]=[C:9](/[CH:11]=[CH:12]/[C:13]3[N:17]([CH3:18])[N:16]=[C:15]([N:19]4[CH2:23][CH2:22][CH2:21][C:20]4=[O:24])[N:14]=3)[N:10]=[C:6]2[C:5]([CH3:25])=[N:4][CH:3]=1>[Pd].CO>[CH3:1][C:2]1[N:7]2[N:8]=[C:9]([CH2:11][CH2:12][C:13]3[N:17]([CH3:18])[N:16]=[C:15]([N:19]4[CH2:23][CH2:22][CH2:21][C:20]4=[O:24])[N:14]=3)[N:10]=[C:6]2[C:5]([CH3:25])=[N:4][CH:3]=1. Procedure details: A mixture of (E)-1-(5-(2-(5,8-dimethyl-[1,2,4]triazolo[1,5-a]pyrazin-2-yl)vinyl)-1-methyl-1H-1,2,4-triazol-3-yl)pyrrolidin-2-one (24 mg, 70.9 μmol, Eq: 1.00) and palladium on carbon 10% (7.5 mg, 7.1 μmol, Eq: 0.1) in methanol (15 ml) was stirred for 5 hours at 25° C. under hydrogen atmosphere. Additional catalyst (0.1 eq) was added and hydrogenation continued for another 6 hours until HPLC shows complete conversion. The catalyst was filtered off, the filtrate was evaporated affording 1-{5-[2-(5,...